This data is from the Open Reaction Database (ORD), a public repository of structured organic reaction records. The task is: describe an organic reaction: reactants, conditions, products, and yield Reactants: CCNCC, O=C(Cl)COCc1ccccc1, ClCCl. The product is CCN(CC)C(=O)COCc1ccccc1. As a reaction SMILES: [CH2:13]([CH3:14])[NH:15][CH2:16][CH3:17].[CH2:1]([c:2]1[cH:3][cH:4][cH:5][cH:6][cH:7]1)[O:8][CH2:9][C:10](=[O:11])[Cl:12].[Cl:18][CH2:19][Cl:20]>>[CH2:1]([c:2]1[cH:3][cH:4][cH:5][cH:6][cH:7]1)[O:8][CH2:9][C:10](=[O:11])[N:15]([CH2:13][CH3:14])[CH2:16][CH3:17].